From a dataset of the Open Reaction Database (ORD), a public repository of structured organic reaction records. describe an organic reaction: reactants, conditions, products, and yield The reactants are CC(C)CCCC(C)CCCC(C)CCCC(C)CCOc1ccc(C(=O)O)o1, O=S(Cl)Cl. Product: CC(C)CCCC(C)CCCC(C)CCCC(C)CCOc1ccc(C(=O)O)o1, [Cl-]. Reaction SMILES: [CH3:1][CH:2]([CH2:3][CH2:4][O:5][c:6]1[cH:7][cH:8][c:9]([C:11](=[O:12])[OH:13])[o:10]1)[CH2:14][CH2:15][CH2:16][CH:17]([CH2:18][CH2:19][CH2:20][CH:21]([CH2:22][CH2:23][CH2:24][CH:25]([CH3:26])[CH3:27])[CH3:28])[CH3:29].[S:30]([Cl:31])([Cl:32])=[O:33]>>[CH3:1][CH:2]([CH2:3][CH2:4][O:5][c:6]1[cH:7][cH:8][c:9]([C:11](=[O:12])[OH:13])[o:10]1)[CH2:14][CH2:15][CH2:16][CH:17]([CH2:18][CH2:19][CH2:20][CH:21]([CH2:22][CH2:23][CH2:24][CH:25]([CH3:26])[CH3:27])[CH3:28])[CH3:29].[Cl-:32].